describe an organic reaction: reactants, conditions, products, and yield From a dataset of the Open Reaction Database (ORD), a public repository of structured organic reaction records. Reactants: FC=1C=C(C[C@@H]2NC(O[C@@H]2[C@@H]2N(C[C@@H](C2)O)C(C2=CC=CC=C2)C2=CC=CC=C2)=O)C=C(C1)F ((4S,5S)-4-(3,5-difluorobenzyl)-5-((2R,4R)-1-benzhydryl-4-hydroxypyrrolidin-2-yl)oxazolidin-2-one), C1(=CC=CC=C1)P(C1=CC=CC=C1)C1=CC=CC=C1 (triphenylphosphine), CCOC(=O)/N=N/C(=O)OCC (DEAD), C(C)(=O)N[C@]1(C(N(CC1)[C@H](C(=O)N[C@H]([C@H](O)[C@@H]1N(CCCC1)C(C1=CC=CC=C1)C1=CC=CC=C1)CC1=CC(=CC(=C1)F)F)CCC1=CC=CC=C1)=O)[C@H](C)CC ((S)-2-((S)-3-acetamido-3-((R)-sec-butyl)-2-oxopyrrolidin-1-yl)-N-((1S,2S)-1-((R)-1-benzhydrylpiperidin-2-yl)-3-(3,5-difluorophenyl)-1-hydroxypropan-2-yl)-4-phenylbutanamide), FC=1C=C(C[C@@H]2NC(O[C@@H]2[C@@H]2N(C[C@H](C2)OC2=NC=CC=C2)C(C2=CC=CC=C2)C2=CC=CC=C2)=O)C=C(C1)F ((4S,5S)-4-(3,5-difluorobenzyl)-5-((2R,4S)-1-benzhydryl-4-(pyridin-2-yloxy)pyrrolidin-2-yl)oxazolidin-2-one), OC1=NC=CC=C1 (2-hydroxypyridine). Solvent: C1CCOC1 (THF), C1CCOC1 (THF), C(C)(=O)OCC.CCCCCC (ethyl acetate hexane). Conditions: time 1 minute. Yields the product C(C)(=O)N[C@]1(C(N(CC1)[C@H](C(=O)N[C@H]([C@@H]([C@@H]1NC[C@H](C1)OC1=NC=CC=C1)O)CC1=CC(=CC(=C1)F)F)CCC1=CC=CC=C1)=O)[C@H](C)CC ((S)-2-((S)-3-acetamido-3-((R)-sec-butyl)-2-oxopyrrolidin-1-yl)-N-((1R,2S)-3-(3,5-difluorophenyl)-1-hydroxy-1-((2R,4S)-4-(pyridin-2-yloxy)pyrrolidin-2-yl)propan-2-yl)-4-phenylbutanamide). Isolated yield 52.0%. Reaction SMILES: [C:1]([NH:4][C@:5]1([C@@H:54]([CH2:56][CH3:57])[CH3:55])[CH2:9][CH2:8][N:7]([C@@H:10]([CH2:45][CH2:46][C:47]2[CH:52]=[CH:51][CH:50]=[CH:49][CH:48]=2)[C:11]([NH:13][C@@H:14]([CH2:36][C:37]2[CH:42]=[C:41]([F:43])[CH:40]=[C:39]([F:44])[CH:38]=2)[C@@H:15]([C@H:17]2CCCC[N:18]2[CH:23](C2C=CC=CC=2)[C:24]2[CH:29]=CC=CC=2)[OH:16])=[O:12])[C:6]1=[O:53])(=[O:3])[CH3:2].FC1C=C(C=C(F)C=1)C[C@H]1[C@@H]([C@H]2C[C@H]([O:73][C:74]3[CH:79]=[CH:78][CH:77]=[CH:76][N:75]=3)CN2C(C2C=CC=CC=2)C2C=CC=CC=2)OC(=O)N1.C1(P(C2C=CC=CC=2)C2C=CC=CC=2)C=CC=CC=1.CCOC(/N=N/C(OCC)=O)=O.FC1C=C(C=C(F)C=1)C[C@H]1[C@@H]([C@H]2C[C@@H](O)CN2C(C2C=CC=CC=2)C2C=CC=CC=2)OC(=O)N1.OC1C=CC=CN=1>C1COCC1.C(OCC)(=O)C.CCCCCC>[C:1]([NH:4][C@:5]1([C@@H:54]([CH2:56][CH3:57])[CH3:55])[CH2:9][CH2:8][N:7]([C@@H:10]([CH2:45][CH2:46][C:47]2[CH:48]=[CH:49][CH:50]=[CH:51][CH:52]=2)[C:11]([NH:13][C@@H:14]([CH2:36][C:37]2[CH:38]=[C:39]([F:44])[CH:40]=[C:41]([F:43])[CH:42]=2)[C@H:15]([OH:16])[C@H:17]2[CH2:29][C@H:24]([O:73][C:74]3[CH:79]=[CH:78][CH:77]=[CH:76][N:75]=3)[CH2:23][NH:18]2)=[O:12])[C:6]1=[O:53])(=[O:3])[CH3:2] |f:7.8|. Reported procedure: Step 10 (A): (4S,5S)-4-(3,5-difluorobenzyl)-5-((2R,4S)-1-benzhydryl-4-(pyridin-2-yloxy)pyrrolidin-2-yl)oxazolidin-2-one. To a solution of triphenylphosphine (58 mg, 0.22 mmol) in THF (2.5 mL) at rt was added DEAD (0.035 mL, 0.22 mmol). After 1 min, a solution of (4S,5S)-4-(3,5-difluorobenzyl)-5-((2R,4R)-1-benzhydryl-4-hydroxypyrrolidin-2-yl)oxazolidin-2-one (Preparation J, 85 mg, 0.183 mmol) in THF (2.5 mL) was added. After 2 min, 2-hydroxypyridine (17.4 mg, 0.183 mmol) was added and the mixture... The reactants are CCCC[N+](CCCC)(CCCC)CCCC, CC(C)(C)[O-], O=C(c1ncc(-c2cccc(Nc3nccc(C(F)(F)F)n3)c2)s1)C1CC1, Cl, [F-], C[Si](C)(C)C(F)(F)F, [K+], C1CCOC1. Yields the product OC(c1ncc(-c2cccc(Nc3nccc(C(F)(F)F)n3)c2)s1)(C1CC1)C(F)(F)F. RXN SMILES: [CH2:2]([N+:3]([CH2:4][CH2:5][CH2:6][CH3:7])([CH2:8][CH2:9][CH2:10][CH3:11])[CH2:12][CH2:13][CH2:14][CH3:15])[CH2:16][CH2:17][CH3:18].[CH3:54][C:55]([CH3:56])([O-:57])[CH3:58].[CH:19]1([C:22](=[O:23])[c:24]2[s:25][c:26](-[c:29]3[cH:30][c:31]([NH:35][c:36]4[n:37][cH:38][cH:39][c:40]([C:42]([F:43])([F:44])[F:45])[n:41]4)[cH:32][cH:33][cH:34]3)[cH:27][n:28]2)[CH2:20][CH2:21]1.[ClH:60].[F-:1].[F:46][C:47]([F:48])([F:49])[Si:50]([CH3:51])([CH3:52])[CH3:53].[K+:59].[O:61]1[CH2:62][CH2:63][CH2:64][CH2:65]1>>[CH:19]1([C:22]([OH:23])([c:24]2[s:25][c:26](-[c:29]3[cH:30][c:31]([NH:35][c:36]4[n:37][cH:38][cH:39][c:40]([C:42]([F:43])([F:44])[F:45])[n:41]4)[cH:32][cH:33][cH:34]3)[cH:27][n:28]2)[C:47]([F:46])([F:48])[F:49])[CH2:20][CH2:21]1. The product is c1cc(-n2cc3c(n2)CCN(C2CCC2)CC3)ccc1N1CCOCC1. The reactants are Brc1ccc(-n2cc3c(n2)CCN(C2CCC2)CC3)cc1, O=C([O-])[O-], C1COCCN1, [Cs+], [Cs+], C1COCCO1, O=C(C=Cc1ccccc1)C=Cc1ccccc1, O=C(C=Cc1ccccc1)C=Cc1ccccc1, O=C(C=Cc1ccccc1)C=Cc1ccccc1, [Pd], [Pd]. Reaction SMILES: [Br:1][c:2]1[cH:3][cH:4][c:5](-[n:8]2[n:9][c:10]3[c:16]([cH:17]2)[CH2:15][CH2:14][N:13]([CH:18]2[CH2:19][CH2:20][CH2:21]2)[CH2:12][CH2:11]3)[cH:6][cH:7]1.[C:28](=[O:29])([O-:30])[O-:31].[CH2:22]1[CH2:23][O:24][CH2:25][CH2:26][NH:27]1.[Cs+:32].[Cs+:33].[O:34]1[CH2:35][CH2:36][O:37][CH2:38][CH2:39]1.[O:42]=[C:43]([CH:44]=[CH:45][c:46]1[cH:47][cH:48][cH:49][cH:50][cH:51]1)[CH:52]=[CH:53][c:54]1[cH:55][cH:56][cH:57][cH:58][cH:59]1.[O:60]=[C:61]([CH:62]=[CH:63][c:64]1[cH:65][cH:66][cH:67][cH:68][cH:69]1)[CH:70]=[CH:71][c:72]1[cH:73][cH:74][cH:75][cH:76][cH:77]1.[O:78]=[C:79]([CH:80]=[CH:81][c:82]1[cH:83][cH:84][cH:85][cH:86][cH:87]1)[CH:88]=[CH:89][c:90]1[cH:91][cH:92][cH:93][cH:94][cH:95]1.[Pd:40].[Pd:41]>>[c:2]1([N:27]2[CH2:22][CH2:23][O:24][CH2:25][CH2:26]2)[cH:3][cH:4][c:5](-[n:8]2[n:9][c:10]3[c:16]([cH:17]2)[CH2:15][CH2:14][N:13]([CH:18]2[CH2:19][CH2:20][CH2:21]2)[CH2:12][CH2:11]3)[cH:6][cH:7]1.